Dataset: the Open Reaction Database (ORD), a public repository of structured organic reaction records. Task: describe an organic reaction: reactants, conditions, products, and yield Reactants: O=C1CCC(=O)N1Br, CO, Nc1cccc2c1C(=O)NC2=O. Yields the product Nc1ccc(Br)c2c1C(=O)NC2=O. RXN SMILES: [Br:13][N:14]1[C:15](=[O:16])[CH2:17][CH2:18][C:19]1=[O:20].[CH3:21][OH:22].[NH2:1][c:2]1[c:3]2[c:4]([cH:10][cH:11][cH:12]1)[C:5](=[O:6])[NH:7][C:8]2=[O:9]>>[NH2:1][c:2]1[c:3]2[c:4]([c:10]([Br:13])[cH:11][cH:12]1)[C:5](=[O:6])[NH:7][C:8]2=[O:9]. The reactants are C(C(C)C)C1=CC(=NO1)C(=O)O (5-isobutylisoxazole-3-carboxylic acid), C[Si](C)(C)C=[N+]=[N-] (trimethylsilyldiazomethane). Solvent: ClCCl (dichloromethane), CO (methanol). Product: C(C(C)C)C1=CC(=NO1)C(=O)OC (methyl 5-isobutylisoxazole-3-carboxylate). Isolated yield 85.4%. RXN SMILES: [CH2:1]([C:5]1[O:9][N:8]=[C:7]([C:10]([OH:12])=[O:11])[CH:6]=1)[CH:2]([CH3:4])[CH3:3].[CH3:13][Si](C=[N+]=[N-])(C)C>ClCCl.CO>[CH2:1]([C:5]1[O:9][N:8]=[C:7]([C:10]([O:12][CH3:13])=[O:11])[CH:6]=1)[CH:2]([CH3:4])[CH3:3]. Procedure details: To a solution of 5-isobutylisoxazole-3-carboxylic acid (1.0 g, 5.91 mmol) in a mixture of dichloromethane (18 mL) and methanol (6 mL) was added trimethylsilyldiazomethane (2.0 M in ether) (5.91 mL, 11.8 mmol) dropwise until the yellow color persisted and the bubbling ceased (˜3.9 mL was required). The solvent was removed under reduced pressure, and the residue was diluted with dichloromethane, washed with a saturated aqueous solution of sodium bicarbonate, and dried over anhydrous sodium sulfate... The reactants are C1(CC1)N(S(=O)(=O)C1=C(C=C(C=C1C)OC)C)CC=1OC=C(N1)C(=O)N1CCNCC1 (N-cyclopropyl-4-methoxy-2,6-dimethyl-N-{[4-(piperazin-1-ylcarbonyl)-1,3-oxazol-2-yl]methyl}benzenesulfonamide), CC1=NNC=C1C=O (3-methyl-1H-pyrazole-4-carboxaldehyde), CC(=O)O (AcOH). The solvent is ClCCCl (DCE). Conditions: time 1 hour. Product: C1(CC1)N(S(=O)(=O)C1=C(C=C(C=C1C)OC)C)CC=1OC=C(N1)C(=O)N1CCN(CC1)CC=1C(=NNC1)C (N-Cyclopropyl-4-methoxy-2,6-dimethyl-N-{[4-({4-[(3-methyl-1H-pyrazol-4-yl)methyl]piperazin-1-yl}carbonyl)-1,3-oxazol-2-yl]methyl}benzenesulfonamide). As a reaction SMILES: [CH:1]1([N:4]([CH2:18][C:19]2[O:20][CH:21]=[C:22]([C:24]([N:26]3[CH2:31][CH2:30][NH:29][CH2:28][CH2:27]3)=[O:25])[N:23]=2)[S:5]([C:8]2[C:13]([CH3:14])=[CH:12][C:11]([O:15][CH3:16])=[CH:10][C:9]=2[CH3:17])(=[O:7])=[O:6])[CH2:3][CH2:2]1.[CH3:32][C:33]1[C:37]([CH:38]=O)=[CH:36][NH:35][N:34]=1.CC(O)=O>ClCCCl>[CH:1]1([N:4]([CH2:18][C:19]2[O:20][CH:21]=[C:22]([C:24]([N:26]3[CH2:31][CH2:30][N:29]([CH2:38][C:37]4[C:33]([CH3:32])=[N:34][NH:35][CH:36]=4)[CH2:28][CH2:27]3)=[O:25])[N:23]=2)[S:5]([C:8]2[C:9]([CH3:17])=[CH:10][C:11]([O:15][CH3:16])=[CH:12][C:13]=2[CH3:14])(=[O:6])=[O:7])[CH2:2][CH2:3]1. Reported procedure: To a stirred solution of N-cyclopropyl-4-methoxy-2,6-dimethyl-N-{[4-(piperazin-1-ylcarbonyl)-1,3-oxazol-2-yl]methyl}benzenesulfonamide (30 mg, 0.07 mmol) in DCE (2 mL) were added 3-methyl-1H-pyrazole-4-carboxaldehyde (9 mg, 0.08 mmol) and AcOH (3 μL, 0.07 mmol) and the reaction mixture was stirred for 1 h at ambient temperature. STAB (20 mg, 0.09 mmol) was added and the reaction was stirred for 16 h. The reaction mixture was quenched with H2O (2 mL) and extracted with DCM (3×2 mL). The organic l... As a reaction SMILES: C1[CH:2]=[CH:3][C:4]2[C:10](C3C=CC(O)=CC=3)([C:11]3C=CC(O)=CC=3)[O:9][C:7](=[O:8])[C:5]=2C=1.[CH3:25][O:26][NH3+:27].[Cl-].C[O-].[Na+].Cl.[CH3:33][O:34]N>CO>[CH3:25][O:26][N:27]=[C:5]([C:4]1[CH:10]=[CH:11][C:33]([OH:34])=[CH:2][CH:3]=1)[C:7]([OH:9])=[O:8] |f:1.2,3.4,5.6|. Conditions: time 30 minute. Yields the product CON=C(C(=O)O)C1=CC=C(C=C1)O (2-methoxyimino-2-(4-hydroxyphenyl)acetic acid). The solvent is CO (methanol), CO (methanol). Starting materials: Cl.CON (O-Methylhydroxylamine hydrochloride), C[O-].[Na+] (sodium methoxide), C=1C=CC2=C(C1)C(=O)OC2(C=3C=CC(=CC3)O)C=4C=CC(=CC4)O (Phenolphthalein), CO[NH3+].[Cl-] (0-methylhydroxylamine hydrochloride). Reported procedure: (a) Phenolphthalein indicator (3 drops) was added to a solution of 0-methylhydroxylamine hydrochloride (3.7 g.) in dry methanol (45 ml.). To the solution was dropwise added with stirring at ambient temperature 1 N methanol solution of sodium methoxide (39 ml.) until the color of the solution was changed to purplish red. O-Methylhydroxylamine hydrochloride was added thereto by small portions until the solution was changed to colorless solution. The mixture was stirred for 30 minutes at ambient te... The reactants are CSCCC(N)C(=O)O, COc1ccc(-c2nc(SC)nn2C)cc1, CS(=O)(=O)O, CC(C)O. Product: CSc1nc(-c2ccc(O)cc2)n(C)n1. RXN SMILES: [CH3:17][S:18][CH2:19][CH2:20][CH:21]([C:22](=[O:23])[OH:24])[NH2:25].[CH3:1][n:2]1[n:3][c:4]([S:15][CH3:16])[n:5][c:6]1-[c:7]1[cH:8][cH:9][c:10]([O:13][CH3:14])[cH:11][cH:12]1.[CH3:26][S:27](=[O:28])(=[O:29])[OH:30].[CH:31]([OH:32])([CH3:33])[CH3:34]>>[CH3:1][n:2]1[n:3][c:4]([S:15][CH3:16])[n:5][c:6]1-[c:7]1[cH:8][cH:9][c:10]([OH:13])[cH:11][cH:12]1. Reactants: O (Water), ClC1=C(C#N)C=CC(=C1)N1C(C(=CC1=O)O)CC1=CC=C(C=C1)F (2-chloro-4-[2-(4-fluorobenzyl)-3-hydroxy-5-oxo-2,5-dihydro-1H-pyrrol-1-yl]benzonitrile), C(C)(=O)O (acetic acid), [BH4-].[Na+] (sodium borohydride). Solvent: [Cl-].[Na+].O (brine), C(C)#N (acetonitrile). Reaction conditions: time 1 hour. Yields the product ClC1=C(C#N)C=CC(=C1)N1[C@H]([C@H](CC1=O)O)CC1=CC=C(C=C1)F (rac-2-chloro-4-[(2S,3S)-2-(4-fluorobenzyl)-3-hydroxy-5-oxopyrrolidin-1-yl]benzonitrile). The yield is 71.3%. As a reaction SMILES: [Cl:1][C:2]1[CH:9]=[C:8]([N:10]2[C:14](=[O:15])[CH:13]=[C:12]([OH:16])[CH:11]2[CH2:17][C:18]2[CH:23]=[CH:22][C:21]([F:24])=[CH:20][CH:19]=2)[CH:7]=[CH:6][C:3]=1[C:4]#[N:5].C(O)(=O)C.[BH4-].[Na+].O>C(#N)C.[Cl-].[Na+].O>[Cl:1][C:2]1[CH:9]=[C:8]([N:10]2[C:14](=[O:15])[CH2:13][C@H:12]([OH:16])[C@@H:11]2[CH2:17][C:18]2[CH:19]=[CH:20][C:21]([F:24])=[CH:22][CH:23]=2)[CH:7]=[CH:6][C:3]=1[C:4]#[N:5] |f:2.3,6.7.8|. Reported procedure: To a mixture of 2-chloro-4-[2-(4-fluorobenzyl)-3-hydroxy-5-oxo-2,5-dihydro-1H-pyrrol-1-yl]benzonitrile (1.00 g) and acetic acid (1.84 mL) in acetonitrile (10 mL) was added sodium borohydride (276 mg) at 0° C. in small portions. The mixture was warmed to room temperature and stirred for 1 hr. Water and saturated brine were added, and the mixture was extracted with ethyl acetate. The organic layer was washed with saturated brine, and dried over magnesium sulfate, and the solvent was evaporated und... Starting materials: [Br-], CN(C)C=O, Cc1ccc(S(=O)(=O)OC2COC3C(C)COC23)cc1, [Li+], O. Yields the product CC1COC2C(Br)COC12. As a reaction SMILES: [Br-:2].[CH3:23][N:24]([CH3:25])[CH:26]=[O:27].[CH3:3][c:4]1[cH:5][cH:6][c:7]([S:8]([O:9][CH:14]2[CH:15]3[CH:16]([O:17][CH2:18]2)[CH:19]([CH3:22])[CH2:20][O:21]3)(=[O:10])=[O:11])[cH:12][cH:13]1.[Li+:1].[OH2:28]>>[Br:2][CH:14]1[CH:15]2[CH:16]([O:17][CH2:18]1)[CH:19]([CH3:22])[CH2:20][O:21]2. Starting materials: O=c1oc2ccccc2c(O)c1Br, CN(C)P(=O)(N(C)C)N(C)C, CC#N, C[Si](C)(C)Sc1ccccc1. Product: O=c1oc2ccccc2c(O)c1Sc1ccccc1. As a reaction SMILES: [Br:12][c:13]1[c:14](=[O:24])[o:15][c:16]2[cH:17][cH:18][cH:19][cH:20][c:21]2[c:22]1[OH:23].[CH3:1][N:2]([CH3:3])[P:4](=[O:5])([N:6]([CH3:7])[CH3:8])[N:9]([CH3:10])[CH3:11].[CH3:36][C:37]#[N:38].[c:25]1([S:31][Si:32]([CH3:33])([CH3:34])[CH3:35])[cH:26][cH:27][cH:28][cH:29][cH:30]1>>[c:13]1([S:31][c:25]2[cH:26][cH:27][cH:28][cH:29][cH:30]2)[c:14](=[O:24])[o:15][c:16]2[cH:17][cH:18][cH:19][cH:20][c:21]2[c:22]1[OH:23].